Dataset: the Open Reaction Database (ORD), a public repository of structured organic reaction records. Task: describe an organic reaction: reactants, conditions, products, and yield The reactants are ClC1=C(C=CC(=C1)Cl)C1=CC2=C(N(C3=CC=C(C=C23)C2=CC=NN2)C)N(C1=O)C (3-(2,4-dichlorophenyl)-1,9-dimethyl-6-(1H-pyrazol-5-yl)-1,9-dihydro-2H-pyrido[2,3-b]indol-2-one), COCBr (bromomethyl methyl ether). The product is ClC1=C(C=CC(=C1)Cl)C1=CC2=C(N(C3=CC=C(C=C23)C2=NN(C=C2)COC)C)N(C1=O)C (3-(2,4-Dichlorophenyl)-6-(1-methoxymethyl-1H-pyrazol-3-yl)-1,9-dimethyl-1,9-dihydropyrido[2,3-b]indol-2-one). As a reaction SMILES: [Cl:1][C:2]1[CH:7]=[C:6]([Cl:8])[CH:5]=[CH:4][C:3]=1[C:9]1[C:27](=[O:28])[N:26]([CH3:29])[C:12]2[N:13]([CH3:25])[C:14]3[C:19]([C:11]=2[CH:10]=1)=[CH:18][C:17]([C:20]1[NH:24][N:23]=[CH:22][CH:21]=1)=[CH:16][CH:15]=3.[CH3:30][O:31][CH2:32]Br>>[Cl:1][C:2]1[CH:7]=[C:6]([Cl:8])[CH:5]=[CH:4][C:3]=1[C:9]1[C:27](=[O:28])[N:26]([CH3:29])[C:12]2[N:13]([CH3:25])[C:14]3[C:19]([C:11]=2[CH:10]=1)=[CH:18][C:17]([C:20]1[CH:21]=[CH:22][N:23]([CH2:30][O:31][CH3:32])[N:24]=1)=[CH:16][CH:15]=3. Reported procedure: The process is carried out as indicated in Example 36 above, using 3-(2,4-dichlorophenyl)-1,9-dimethyl-6-(1H-pyrazol-5-yl)-1,9-dihydro-2H-pyrido[2,3-b]indol-2-one from Example 39 above and bromomethyl methyl ether. Starting materials: C(C)(C)(C)O[C@H](C(=O)OC)C1=C2N3CCC(OC\C=C/C[C@@H](OC=4C=CC(=C(C4C4=CC=CC(C5=CN2C(C=C1C)=N5)=C4)F)F)C)(CC3)C (methyl(2S)-2-(tert-butoxy)-2-[(22S,24Z)-16,17-difluoro-4,22,28-trimethyl-21,27-dioxa-1,7,34-triazahexacyclo[26.2.2.16,9.110,14.02,7.015,20]tetratriaconta-2,4,6(34),8,10(33),11,13,15(20),16,18,24-undecaen-3-yl]acetate), C(C)(C)(C)O[C@H](C(=O)OC)C1=C2N3CCC(OCCCC[C@@H](OC=4C=C(C=CC4C4=CC=CC(C5=CN2C(C=C1C)=N5)=C4)F)C)(CC3)C (methyl(2S)-2-(tert-butoxy)-2-[(22S)-18-fluoro-4,22,28-trimethyl-21,27-dioxa-1,7,34-triazahexacyclo[26.2.2.16,9.110,14.02,7.015,20]tetratriaconta-2,4,6(34),8,10(33),11,13,15(20),16,18-decaen-3-yl]acetate). The product is C(C)(C)(C)O[C@H](C(=O)OC)C1=C2N3CCC(OCCCC[C@@H](OC=4C=CC(=C(C4C4=CC=CC(C5=CN2C(C=C1C)=N5)=C4)F)F)C)(CC3)C (Methyl(2S)-2-(tert-butoxy)-2-[(22S)-16,17-difluoro-4,22,28-trimethyl-21,27-dioxa-1,7,34-triazahexacyclo[26.2.2.16,9.110,14.02,7.015,20]tetratriaconta-2,4,6(34),8,10(33),11,13,15(20),16,18-decaen-3-yl]acetate). Yield: 69.8%. As a reaction SMILES: [C:1]([O:5][C@@H:6]([C:11]1[C:40]([CH3:41])=[CH:39][C:38]2=[N:42][C:35]3=[CH:36][N:37]2[C:12]=1[N:13]1[CH2:48][CH2:47][C:16]([CH3:49])([O:17][CH2:18][CH:19]=[CH:20][CH2:21][C@H:22]([CH3:46])[O:23][C:24]2[CH:25]=[CH:26][C:27]([F:45])=[C:28]([F:44])[C:29]=2[C:30]2[CH:43]=[C:34]3[CH:33]=[CH:32][CH:31]=2)[CH2:15][CH2:14]1)[C:7]([O:9][CH3:10])=[O:8])([CH3:4])([CH3:3])[CH3:2].C(O[C@@H](C1C(C)=CC2=NC3=CN2C=1N1CCC(C)(OCCCC[C@H](C)OC2C=C(F)C=CC=2C2C=C3C=CC=2)CC1)C(OC)=O)(C)(C)C>>[C:1]([O:5][C@@H:6]([C:11]1[C:40]([CH3:41])=[CH:39][C:38]2=[N:42][C:35]3=[CH:36][N:37]2[C:12]=1[N:13]1[CH2:14][CH2:15][C:16]([CH3:49])([O:17][CH2:18][CH2:19][CH2:20][CH2:21][C@H:22]([CH3:46])[O:23][C:24]2[CH:25]=[CH:26][C:27]([F:45])=[C:28]([F:44])[C:29]=2[C:30]2[CH:43]=[C:34]3[CH:33]=[CH:32][CH:31]=2)[CH2:47][CH2:48]1)[C:7]([O:9][CH3:10])=[O:8])([CH3:4])([CH3:2])[CH3:3]. Procedure: Prepared in 69.8% yield from methyl(2S)-2-(tert-butoxy)-2-[(22S,24Z)-16,17-difluoro-4,22,28-trimethyl-21,27-dioxa-1,7,34-triazahexacyclo[26.2.2.16,9.110,14.02,7.015,20]tetratriaconta-2,4,6(34),8,10(33),11,13,15(20),16,18,24-undecaen-3-yl]acetate following the procedure for methyl(2S)-2-(tert-butoxy)-2-[(22S)-18-fluoro-4,22,28-trimethyl-21,27-dioxa-1,7,34-triazahexacyclo[26.2.2.16,9.110,14.02,7.015,20]tetratriaconta-2,4,6(34),8,10(33),11,13,15(20),16,18-decaen-3-yl]acetate. 1H NMR (500 MHz, CDCl3...